The task is: describe an organic reaction: reactants, conditions, products, and yield. This data is from the Open Reaction Database (ORD), a public repository of structured organic reaction records. Reaction SMILES: [NH2:1][C@H:2]1[C@@H:7]([CH3:8])[CH2:6][C@@H:5]([C:9]2[CH:14]=[CH:13][N:12]=[CH:11][C:10]=2[NH:15][C:16](=[O:32])[C:17]2[CH:22]=[CH:21][C:20]([F:23])=[C:19]([C:24]3[C:29]([F:30])=[CH:28][CH:27]=[CH:26][C:25]=3[F:31])[N:18]=2)[CH2:4][C@H:3]1[NH:33]C(=O)OC(C)(C)C.CCN([CH:47]([CH3:49])C)C(C)C.[C:50]([O-])([OH:52])=[O:51].[Na+]>C(Cl)Cl>[NH2:33][C@@H:3]1[CH2:4][C@H:5]([C:9]2[CH:14]=[CH:13][N:12]=[CH:11][C:10]=2[NH:15][C:16](=[O:32])[C:17]2[CH:22]=[CH:21][C:20]([F:23])=[C:19]([C:24]3[C:29]([F:30])=[CH:28][CH:27]=[CH:26][C:25]=3[F:31])[N:18]=2)[CH2:6][C@H:7]([CH3:8])[C@@H:2]1[NH:1][C:50](=[O:51])[O:52][CH2:47][CH3:49] |f:2.3|. Yields the product N[C@H]1[C@H]([C@H](C[C@H](C1)C1=C(C=NC=C1)NC(C1=NC(=C(C=C1)F)C1=C(C=CC=C1F)F)=O)C)NC(OCC)=O (ethyl (1S,2R,4R,6S)-2-amino-4-(3-(6-(2,6-difluorophenyl)-5-fluoropicolinamido)pyridin-4-yl)-6-methylcyclohexylcarbamate). Procedure details: To a solution of tert-butyl (1R,2S,3S,5R)-2-amino-5-(3-(6-(2,6-difluorophenyl)-5-fluoropicolinamido)pyridin-4-yl)-3-methylcyclohexylcarbamate (1.0 equiv.) in CH2Cl2 (0.03 M) at 0° C. was added DIEA (3.0 equiv.) and then ETHYL CHLOFORMATE (1.0 equiv.). The homogeneous solution was left standing at 0° C. at for 4 hrs. Neutralize the reaction with sat. NaHCO3 solution. The solution was partitioned between EtOAc and H2O. The organic layer was washed with Na2CO3(sat), NaCl(sat), dried over MgSO4, fil... Yield: 14.0%. Solvent: C(Cl)Cl (CH2Cl2). Starting materials: N[C@@H]1[C@@H](C[C@@H](C[C@@H]1C)C1=C(C=NC=C1)NC(C1=NC(=C(C=C1)F)C1=C(C=CC=C1F)F)=O)NC(OC(C)(C)C)=O (tert-butyl (1R,2S,3S,5R)-2-amino-5-(3-(6-(2,6-difluorophenyl)-5-fluoropicolinamido)pyridin-4-yl)-3-methylcyclohexylcarbamate), CCN(C(C)C)C(C)C (DIEA), C(=O)(O)[O-].[Na+] (NaHCO3). Reactants: CI (methyl iodide), FC1=C(COCC#CCO)C=C(C=C1)Br (4-(2-fluoro-5-bromobenzyloxy)-but-2-ynyl alcohol), CC(C)([O-])C.[K+] (potassium t-butoxide), solution. Solvent: O1CCCC1 (tetrahydrofuran), O1CCCC1 (tetrahydrofuran). Conditions: temperature -78 celsius. Yields the product FC1=C(COCC#CCOC)C=C(C=C1)Br (4-(2-fluoro-5-bromobenzyloxy)-1-methoxybut-2-yne). RXN SMILES: [F:1][C:2]1[CH:14]=[CH:13][C:12]([Br:15])=[CH:11][C:3]=1[CH2:4][O:5][CH2:6][C:7]#[C:8][CH2:9][OH:10].[CH3:16]C(C)([O-])C.[K+].CI>O1CCCC1>[F:1][C:2]1[CH:14]=[CH:13][C:12]([Br:15])=[CH:11][C:3]=1[CH2:4][O:5][CH2:6][C:7]#[C:8][CH2:9][O:10][CH3:16] |f:1.2|. Reported procedure: A solution of 4-(2-fluoro-5-bromobenzyloxy)-but-2-ynyl alcohol (1.07 g, 3.92 mmol) in tetrahydrofuran (26 ml) was cooled to −40° C. and then treated with potassium t-butoxide (4.31 ml of a 1 M solution in tetrahydrofuran, 4.31 mmol). The resulting dark orange solution was stirred for thirty minutes, cooled to −78° C. and treated with methyl iodide (0.49 ml, 7.84 mmol). The reaction was warmed to 0° C. and stirred for 1.5 hours. The reaction mixture was then partitioned between methylene chloride...